The task is: describe an organic reaction: reactants, conditions, products, and yield. This data is from the Open Reaction Database (ORD), a public repository of structured organic reaction records. The reactants are Fc1ccc(-n2ncc3cc(I)ccc32)cc1, CC(N)C(Oc1ccc2c(cnn2-c2ccc(F)cc2)c1)c1ccccc1, NCC(O)c1ccccc1. Product: NCC(Oc1ccc2c(cnn2-c2ccc(F)cc2)c1)c1ccccc1. Reaction SMILES: [F:11][c:12]1[cH:13][cH:14][c:15](-[n:16]2[c:17]3[c:18]([cH:19][c:20]([I:21])[cH:22][cH:23]3)[cH:24][n:25]2)[cH:26][cH:27]1.[F:28][c:29]1[cH:30][cH:31][c:32](-[n:35]2[n:36][cH:37][c:38]3[cH:39][c:40]([O:44][CH:45]([CH:46]([CH3:47])[NH2:48])[c:49]4[cH:50][cH:51][cH:52][cH:53][cH:54]4)[cH:41][cH:42][c:43]23)[cH:33][cH:34]1.[c:1]1([CH:2]([OH:3])[CH2:4][NH2:5])[cH:6][cH:7][cH:8][cH:9][cH:10]1>>[F:28][c:29]1[cH:30][cH:31][c:32](-[n:35]2[n:36][cH:37][c:38]3[cH:39][c:40]([O:44][CH:45]([CH2:46][NH2:48])[c:49]4[cH:50][cH:51][cH:52][cH:53][cH:54]4)[cH:41][cH:42][c:43]23)[cH:33][cH:34]1. Procedure: A suspension of Compound 9 prepared in Example 4-(1) (1.2 g), N-bromosuccinimide (0.675 g), and α,α'-azobis-isobutyronitrile (10 mg) in carbon tetrachloride (70 ml) is refluxed under heating for 1 hour. The insoluble materials are removed by filtration and the solvent is evaporated. The residue is treated on column chromatography (silica gel/ethyl acetate) to give the title compound (0.54 g), which is recrystallized from ethyl acetate. Yield 36.4% The yield is 36.4%. Reactants: ClC1=C(C=CC=C1)C1OCC=2N(C3=C1C=C(C=C3)Cl)C=NN2 (6-(2-chlorophenyl)-8-chloro-4H,6H-(1,2,4)triazolo[4,3-a]-[4,1]benzoxazepine), BrN1C(CCC1=O)=O (N-bromosuccinimide), N(=NC(C#N)(C)C)C(C#N)(C)C (α,α'-azobis-isobutyronitrile). Yields the product BrC1=NN=C2N1C1=C(C(OC2)C2=C(C=CC=C2)Cl)C=C(C=C1)Cl (1-Bromo-6-(2-chlorophenyl)-8-chloro-4H,6H-(1,2,4)triazolo[4,3-a][4,1]benzoxazepine). As a reaction SMILES: [Cl:1][C:2]1[CH:7]=[CH:6][CH:5]=[CH:4][C:3]=1[CH:8]1[C:14]2[CH:15]=[C:16]([Cl:19])[CH:17]=[CH:18][C:13]=2[N:12]2[CH:20]=[N:21][N:22]=[C:11]2[CH2:10][O:9]1.[Br:23]N1C(=O)CCC1=O.N(C(C)(C)C#N)=NC(C)(C)C#N>C(Cl)(Cl)(Cl)Cl>[Br:23][C:20]1[N:12]2[C:13]3[CH:18]=[CH:17][C:16]([Cl:19])=[CH:15][C:14]=3[CH:8]([C:3]3[CH:4]=[CH:5][CH:6]=[CH:7][C:2]=3[Cl:1])[O:9][CH2:10][C:11]2=[N:22][N:21]=1. Solvent: C(Cl)(Cl)(Cl)Cl (carbon tetrachloride).